This data is from the Open Reaction Database (ORD), a public repository of structured organic reaction records. The task is: describe an organic reaction: reactants, conditions, products, and yield Reactants: OC1=C(N(S(C2=C1C=CC=C2)(=O)=O)C)C(=O)NC2CCCCC2 (4-hydroxy-2-methyl-N-cyclohexyl-2H-1,2-benzothiazine-3-carboxamide-1,1-dioxide), NC1=NC(=CN=C1)Cl (2-amino-6-chloro-pyrazine), C1(=CC=C(C=C1)S(=O)(=O)O)C (p-toluenesulfonic acid). Yields the product ClC1=CN=CC(=N1)NC(=O)C=1N(S(C2=C(C1O)C=CC=C2)(=O)=O)C (N-(6-Chloro-pyrazin-2-yl)-4-hydroxy-2-methyl-2H-1,2-benzothiazine-3-carboxamide-1,1-dioxide). As a reaction SMILES: [OH:1][C:2]1[C:7]2[CH:8]=[CH:9][CH:10]=[CH:11][C:6]=2[S:5](=[O:13])(=[O:12])[N:4]([CH3:14])[C:3]=1[C:15]([NH:17][CH:18]1CCCC[CH2:19]1)=[O:16].NC1C=[N:29][CH:28]=[C:27]([Cl:31])[N:26]=1.C1(C)C=CC(S(O)(=O)=O)=CC=1>>[Cl:31][C:27]1[N:26]=[C:18]([NH:17][C:15]([C:3]2[N:4]([CH3:14])[S:5](=[O:12])(=[O:13])[C:6]3[CH:11]=[CH:10][CH:9]=[CH:8][C:7]=3[C:2]=2[OH:1])=[O:16])[CH:19]=[N:29][CH:28]=1. Procedure: This compound was prepared from 4-hydroxy-2-methyl-N-cyclohexyl-2H-1,2-benzothiazine-3-carboxamide-1,1-dioxide, 2-amino-6-chloro-pyrazine and p-toluenesulfonic acid analogous to Example 14. The reactants are C(C)(=O)OCCCN1C(C2=CC=C(C=C2C(=C1)C=O)Br)=O (3-(6-Bromo-4-formyl-1-oxoisoquinolin-2(1H)-yl)propyl acetate), C([O-])([O-])=O.[K+].[K+] (potassium carbonate), C1(CC1)NC(C1=CC(=C(C(=C1)B1OC(C(O1)(C)C)(C)C)C)F)=O (N-cyclopropyl-3-fluoro-4-methyl-5-(4,4,5,5-tetramethyl-1,3,2-dioxaborolan-2-yl)benzamide), Pd-118. Run in CN(C)C=O (DMF), O (water). Product: C(C)(=O)OCCCN1C(C2=CC=C(C=C2C(=C1)C=O)C1=C(C(=CC(=C1)C(NC1CC1)=O)F)C)=O (3-{6-[5-(Cyclopropylcarbamoyl)-3-fluoro-2-methylphenyl]-4-formyl-1-oxoisoquinolin-2(1H)-yl}propyl acetate). Reaction SMILES: [C:1]([O:4][CH2:5][CH2:6][CH2:7][N:8]1[CH:17]=[C:16]([CH:18]=[O:19])[C:15]2[C:10](=[CH:11][CH:12]=[C:13](Br)[CH:14]=2)[C:9]1=[O:21])(=[O:3])[CH3:2].C(=O)([O-])[O-].[K+].[K+].[CH:28]1([NH:31][C:32](=[O:50])[C:33]2[CH:38]=[C:37](B3OC(C)(C)C(C)(C)O3)[C:36]([CH3:48])=[C:35]([F:49])[CH:34]=2)[CH2:30][CH2:29]1>CN(C=O)C.O>[C:1]([O:4][CH2:5][CH2:6][CH2:7][N:8]1[CH:17]=[C:16]([CH:18]=[O:19])[C:15]2[C:10](=[CH:11][CH:12]=[C:13]([C:37]3[CH:38]=[C:33]([C:32](=[O:50])[NH:31][CH:28]4[CH2:29][CH2:30]4)[CH:34]=[C:35]([F:49])[C:36]=3[CH3:48])[CH:14]=2)[C:9]1=[O:21])(=[O:3])[CH3:2] |f:1.2.3|. Procedure: 3-(6-Bromo-4-formyl-1-oxoisoquinolin-2(1H)-yl)propyl acetate (Example 10c, 0.90 g), potassium carbonate (1.06 g), N-cyclopropyl-3-fluoro-4-methyl-5-(4,4,5,5-tetramethyl-1,3,2-dioxaborolan-2-yl)benzamide (0.82 g) and Pd-118 (0.050 g) in DMF (10 ml) were heated under nitrogen at 70° C. for 12 h. The cooled reaction mixture was diluted with water and extracted with ethyl acetate. The organic layer was dried (MgSO4), filtered and evaporated. The residue was purified (SiO2 chromatography, elution wit... The reactants are NCCC1=CC=C(C=C1)N1CCN(CC1)C1=CC=NC=C1 (1-[4-(2-aminoethyl)phenyl]-4-(4-pyridyl)piperazine), CN(C=O)C (dimethylformamide), C(C1=CC=CC=C1)(=O)O (benzoic acid), 1,1-carbonyldiimidazole, CN(C=O)C (dimethylformamide), CN(C=O)C (dimethylformamide). Run at time 1 hour. Product: N1=CC=C(C=C1)N1CCN(CC1)C1=C(C(=CC=C1)C(C1=CC=CC=C1)=O)CN (1-(4-pyridyl)-4-(benzoyl-aminomethyl-phenyl)piperazine). As a reaction SMILES: [C:1]([OH:9])(=O)[C:2]1[CH:7]=[CH:6][CH:5]=[CH:4][CH:3]=1.NCC[C:13]1[CH:18]=[CH:17][C:16]([N:19]2[CH2:24][CH2:23][N:22]([C:25]3[CH:30]=[CH:29][N:28]=[CH:27][CH:26]=3)[CH2:21][CH2:20]2)=[CH:15][CH:14]=1.[CH3:31][N:32](C)C=O>>[N:28]1[CH:29]=[CH:30][C:25]([N:22]2[CH2:21][CH2:20][N:19]([C:16]3[CH:15]=[CH:14][CH:13]=[C:18]([C:1](=[O:9])[C:2]4[CH:3]=[CH:4][CH:5]=[CH:6][CH:7]=4)[C:17]=3[CH2:31][NH2:32])[CH2:24][CH2:23]2)=[CH:26][CH:27]=1. Reported procedure: To a solution of benzoic acid (22 mg) in dimethylformamide (2 ml), was added 1,1-carbonyldiimidazole (188 mg) in dimethylformamide (2 ml) and the solution stirred at ambient temperature for 1 hour. A solution of 1-[4-(2-aminoethyl)phenyl]-4-(4-pyridyl)piperazine (268 mg) in dimethylformamide (4 ml) was then added in one portion and the resulting solution stirred at ambient temperature for twelve hours. The solution was evaporated to dryness and aqueous sodium bicarbonate (8 ml, 1M) added. The mi... Reactants: FC1=C(C#N)C=CC(=C1)NC1=C(C=C(C=C1)OC)C(F)(F)F (2-fluoro-4-(4-methoxy-2-trifluoromethyl-phenylamino)-benzonitrile). The reagents and catalysts are [Ni] (Raney nickel). Run in N (ammonia). Product: FC1=C(CN)C=CC(=C1)NC1=C(C=C(C=C1)OC)C(F)(F)F (2-fluoro-4-(4-methoxy-2-trifluoromethyl-phenylamino)-benzylamine). Yield: 99.0%. As a reaction SMILES: [F:1][C:2]1[CH:9]=[C:8]([NH:10][C:11]2[CH:16]=[CH:15][C:14]([O:17][CH3:18])=[CH:13][C:12]=2[C:19]([F:22])([F:21])[F:20])[CH:7]=[CH:6][C:3]=1[C:4]#[N:5]>N.[Ni]>[F:1][C:2]1[CH:9]=[C:8]([NH:10][C:11]2[CH:16]=[CH:15][C:14]([O:17][CH3:18])=[CH:13][C:12]=2[C:19]([F:20])([F:21])[F:22])[CH:7]=[CH:6][C:3]=1[CH2:4][NH2:5]. Procedure: 2-fluoro-4-(4-methoxy-2-trifluoromethyl-phenylamino)-benzonitrile (2.85 g, 9.19 mmol) was hydrogenated in 40 mL saturated methanolic ammonia solution after the addition of 300 mg of Raney nickel at ambient temperature. After the catalyst had been filtered off and the mixture evaporated down the product was obtained in a yield of 99% of theory.